From a dataset of the Open Reaction Database (ORD), a public repository of structured organic reaction records. describe an organic reaction: reactants, conditions, products, and yield Starting materials: ClCCCBr, O=C([O-])[O-], CN(C)C=O, [K+], [K+], Oc1ccc(-n2cccc2)cc1. Product: ClCCCOc1ccc(-n2cccc2)cc1. RXN SMILES: [Br:19][CH2:20][CH2:21][CH2:22][Cl:23].[C:13](=[O:14])([O-:15])[O-:16].[CH3:24][N:25]([CH3:26])[CH:27]=[O:28].[K+:17].[K+:18].[OH:1][c:2]1[cH:3][cH:4][c:5](-[n:8]2[cH:9][cH:10][cH:11][cH:12]2)[cH:6][cH:7]1>>[O:1]([c:2]1[cH:3][cH:4][c:5](-[n:8]2[cH:9][cH:10][cH:11][cH:12]2)[cH:6][cH:7]1)[CH2:20][CH2:21][CH2:22][Cl:23]. The reactants are [OH-].[Na+] (sodium hydroxide), ClC1=C(C(=CC=C1)Cl)CC1=NOC(=C1C(=O)OC)C(C)C (methyl 3-[(2,6-dichlorophenyl)methyl]-5-(1-methylethyl)-4-isoxazolecarboxylate), solution, [H-].C(C(C)C)[Al+]CC(C)C (diisobutylaluminum hydride), C1(=CC=CC=C1)C (toluene). Solvent: CO (Methanol), O1CCCC1 (tetrahydrofuran), O (water). Conditions: time 8 hour. Yields the product ClC1=C(C(=CC=C1)Cl)CC1=NOC(=C1CO)C(C)C ([3-[(2,6-dichlorophenyl)methyl]-5-(1-methylethyl)-4-isoxazolyl]methanol). Yield: 99.0%. As a reaction SMILES: [Cl:1][C:2]1[CH:7]=[CH:6][CH:5]=[C:4]([Cl:8])[C:3]=1[CH2:9][C:10]1[C:14]([C:15](OC)=[O:16])=[C:13]([CH:19]([CH3:21])[CH3:20])[O:12][N:11]=1.[H-].C([Al+]CC(C)C)C(C)C.C1(C)C=CC=CC=1.[OH-].[Na+]>O1CCCC1.O.CO>[Cl:1][C:2]1[CH:7]=[CH:6][CH:5]=[C:4]([Cl:8])[C:3]=1[CH2:9][C:10]1[C:14]([CH2:15][OH:16])=[C:13]([CH:19]([CH3:21])[CH3:20])[O:12][N:11]=1 |f:1.2,4.5|. Procedure details: A solution of methyl 3-[(2,6-dichlorophenyl)methyl]-5-(1-methylethyl)-4-isoxazolecarboxylate (1.18 g, 3.6 mmol) (from multiple batches) in tetrahydrofuran (10 mL) was stirred at 0° C. as a 1.5 M solution of diisobutylaluminum hydride in toluene (3.7 mL, 5.6 mmol) was added. The solution was allowed to warm to room temperature and stir overnight. Methanol (0.27 mL) was added followed by water (2.7 mL) then 2 N sodium hydroxide (4 mL). The solution was filtered through celite. The filtrate was par... The reactants are BrC=1C=NC=C(C1)COCC (3-Bromo-5-(ethoxymethyl)pyridine), B(O)(O)C1=CC=C(C=C1)C(C(=O)O)(C)C (2-(4-boronophenyl)-2-methylpropanoic acid). Product: C(C)OCC=1C=C(C=NC1)C1=CC=C(C=C1)C(C(=O)O)(C)C (2-(4-(5-(ethoxymethyl)pyridin-3-yl)phenyl)-2-methylpropanoic acid). The yield is 90.0%. Reaction SMILES: Br[C:2]1[CH:3]=[N:4][CH:5]=[C:6]([CH2:8][O:9][CH2:10][CH3:11])[CH:7]=1.B([C:15]1[CH:20]=[CH:19][C:18]([C:21]([CH3:26])([CH3:25])[C:22]([OH:24])=[O:23])=[CH:17][CH:16]=1)(O)O>>[CH2:10]([O:9][CH2:8][C:6]1[CH:7]=[C:2]([C:15]2[CH:20]=[CH:19][C:18]([C:21]([CH3:26])([CH3:25])[C:22]([OH:24])=[O:23])=[CH:17][CH:16]=2)[CH:3]=[N:4][CH:5]=1)[CH3:11]. Procedure: Prepared in a similar manner as example 21a starting from 3-Bromo-5-(ethoxymethyl)pyridine (example 26b) and 2-(4-boronophenyl)-2-methylpropanoic acid (example 21b). Yield: 90%. MS (M+H, 300). Reactants: C1(=CC=CC=C1)C(C(=O)O[C@H]1CN2CCC1CC2)=O ((R)-3-quinuclidinyl 2-phenylglyoxalate), CC1=NC=CN=C1 (2-Methylpyrazine), C(C)(C)[N-]C(C)C.[Li+] (lithium diisopropylamide), solution. Run in O1CCCC1 (THF), O1CCCC1 (tetrahydrofuran), O1CCCC1 (THF), O1CCCC1 (THF). Run at time 1 hour. The product is OC(C(=O)O[C@H]1CN2CCC1CC2)(CC2=NC=CN=C2)C2=CC=CC=C2 ((R)-3-Quinuclidinyl (RS)-2-hydroxy-2-phenyl-3-(pyrazin-2-yl)propanoate). RXN SMILES: [CH3:1][C:2]1[CH:7]=[N:6][CH:5]=[CH:4][N:3]=1.C([N-]C(C)C)(C)C.[Li+].[C:16]1([C:22](=[O:34])[C:23]([O:25][C@@H:26]2[CH:31]3[CH2:32][CH2:33][N:28]([CH2:29][CH2:30]3)[CH2:27]2)=[O:24])[CH:21]=[CH:20][CH:19]=[CH:18][CH:17]=1>O1CCCC1>[OH:34][C:22]([C:16]1[CH:21]=[CH:20][CH:19]=[CH:18][CH:17]=1)([CH2:1][C:2]1[CH:7]=[N:6][CH:5]=[CH:4][N:3]=1)[C:23]([O:25][C@@H:26]1[CH:31]2[CH2:30][CH2:29][N:28]([CH2:33][CH2:32]2)[CH2:27]1)=[O:24] |f:1.2|. Procedure details: 2-Methylpyrazine (0.94 g) in tetrahydrofuran (THF) (5 ml) was added dropwise to lithium diisopropylamide (LDA) (7.51 ml of a 1.5 molar solution in THF) in THF (20 ml) at -78° C. After 0.75 hour a solution of (R)-3-quinuclidinyl 2-phenylglyoxalate (see Preparation 2) (2.59 g) in THF (20 ml) was added, the reaction mixture was allowed to reach room temperature, stirred for 1 hour and partitioned between ethyl acetate and 10% aqueous potassium carbonate. The organic layer was then dried over magnes... Starting materials: Cl.FCC(CF)(C)C1=CC(=NO1)NC(NC1=CC=C(C=C1)NC(C1=NC=C(C=C1)OC1CCNCC1)=O)=O (N-(4-(3-(5-(1,3-Difluoro-2-methylpropan-2-yl)isoxazol-3-yl)ureido)phenyl)-5-(piperidin-4-yloxy)picolinamide hydrochloride), CCN(C(C)C)C(C)C (DIEA), FC(S(=O)(=O)OCC(F)(F)F)(F)F (2,2,2-trifluoroethyl trifluoromethanesulfonate), CCN(C(C)C)C(C)C (DIEA), FC(S(=O)(=O)OCC(F)(F)F)(F)F (2,2,2-trifluoroethyl trifluoromethanesulfonate). Solvent: CC#N (CH3CN). Conditions: time 1 hour. Yields the product FCC(CF)(C)C1=CC(=NO1)NC(NC1=CC=C(C=C1)NC(C1=NC=C(C=C1)OC1CCN(CC1)CC(F)(F)F)=O)=O (N-(4-(3-(5-(1,3-difluoro-2-methylpropan-2-yl)isoxazol-3-yl)ureido)phenyl)-5-(1-(2,2,2-trifluoroethyl)piperidin-4-yloxy)picolinamide). Yield: 73.7%. Reaction SMILES: Cl.[F:2][CH2:3][C:4]([C:8]1[O:12][N:11]=[C:10]([NH:13][C:14](=[O:38])[NH:15][C:16]2[CH:21]=[CH:20][C:19]([NH:22][C:23](=[O:37])[C:24]3[CH:29]=[CH:28][C:27]([O:30][CH:31]4[CH2:36][CH2:35][NH:34][CH2:33][CH2:32]4)=[CH:26][N:25]=3)=[CH:18][CH:17]=2)[CH:9]=1)([CH3:7])[CH2:5][F:6].CCN(C(C)C)C(C)C.FC(F)(F)S(O[CH2:54][C:55]([F:58])([F:57])[F:56])(=O)=O>CC#N>[F:2][CH2:3][C:4]([C:8]1[O:12][N:11]=[C:10]([NH:13][C:14](=[O:38])[NH:15][C:16]2[CH:17]=[CH:18][C:19]([NH:22][C:23](=[O:37])[C:24]3[CH:29]=[CH:28][C:27]([O:30][CH:31]4[CH2:32][CH2:33][N:34]([CH2:54][C:55]([F:58])([F:57])[F:56])[CH2:35][CH2:36]4)=[CH:26][N:25]=3)=[CH:20][CH:21]=2)[CH:9]=1)([CH3:7])[CH2:5][F:6] |f:0.1|. Procedure details: To a stirred solution of N-(4-(3-(5-(1,3-difluoro-2-methylpropan-2-yl)isoxazol-3-yl)ureido)phenyl)-5-(piperidin-4-yloxy)picolinamide hydrochloride (50 mg, 0.091 mmol) from Step 4 of Example 17 in 3 mL of CH3CN was added DIEA (32 mL, 0.18 mmol) and 2,2,2-trifluoroethyl trifluoromethanesulfonate (21 mg, 0.18 mmol). The resulting mixture was then stirred at rt for 1 h, heated at 85° C. for 1 h. CH3CN was then evaporated under reduced pressure and the residue was taken up in 2 mL of DMF. To the reac... Reactants: NCCCCCCN([C@@H](C(C)C)C(=O)N[C@@H](C(C)C)C(=O)N(C)[C@H]([C@@H](CC(=O)N1[C@@H](CCC1)[C@@H]([C@H](C(=O)N[C@H](C(=O)N)CC1=CNC2=CC=CC=C12)C)OC)OC)[C@H](CC)C)C (N-(6-aminohexyl)-N-methyl-L-valyl-N-[(3R,4S,5S)-1-{(2S)-2-[(1R,2R)-3-{[(2S)-1-amino-3-(1H-indol-3-yl)-1-oxopropan-2-yl]amino}-1-methoxy-2-methyl-3-oxopropyl]pyrrolidin-1-yl}-3-methoxy-5-methyl-1-oxoheptan-4-yl]-N-methyl-L-valinamide), O=C1N(C(C=C1)=O)C(=O)OC (methyl 2,5-dioxo-2,5-dihydro-1H-pyrrole-1-carboxylate), NCCCCCCN([C@@H](C(C)C)C(=O)N[C@@H](C(C)C)C(=O)N(C)[C@H]([C@@H](CC(=O)N1[C@@H](CCC1)[C@@H]([C@H](C(=O)N[C@H](C(=O)N)CC1=CNC2=CC=CC=C12)C)OC)OC)[C@H](CC)C)C (N-(6-aminohexyl)-N-methyl-L-valyl-N-[(3R,4S,5S)-1-{(2S)-2-[(1R,2R)-3-{[(2S)-1-amino-3-(1H-indol-3-yl)-1-oxopropan-2-yl]amino}-1-methoxy-2-methyl-3-oxopropyl]pyrrolidin-1-yl}-3-methoxy-5-methyl-1-oxoheptan-4-yl]-N-methyl-L-valinamide), C(O)([O-])=O.[Na+] (sodium hydrogencarbonate). Run in O1CCOCC1 (dioxane). Conditions: time 1 hour. Yields the product O=C1N(C(C=C1)=O)CCCCCCN([C@@H](C(C)C)C(=O)N[C@@H](C(C)C)C(=O)N(C)[C@H]([C@@H](CC(=O)N1[C@@H](CCC1)[C@@H]([C@H](C(=O)N[C@H](C(=O)N)CC1=CNC2=CC=CC=C12)C)OC)OC)[C@H](CC)C)C (N-[6-(2,5-dioxo-2,5-dihydro-1H-pyrrol-1-yl)hexyl]-N-methyl-L-valyl-N-[(3R,4S,5S)-1-{(2S)-2-[(1R,2R)-3-{[(2S)-1-amino-3-(1H-indol-3-yl)-1-oxopropan-2-yl]amino}-1-methoxy-2-methyl-3-oxopropyl]pyrrolidin-1-yl}-3-methoxy-5-methyl-1-oxoheptan-4-yl]-N-methyl-L-valinamide). As a reaction SMILES: [NH2:1][CH2:2][CH2:3][CH2:4][CH2:5][CH2:6][CH2:7][N:8]([CH3:62])[C@H:9]([C:13]([NH:15][C@H:16]([C:20]([N:22]([C@@H:24]([C@@H:58]([CH3:61])[CH2:59][CH3:60])[C@H:25]([O:56][CH3:57])[CH2:26][C:27]([N:29]1[CH2:33][CH2:32][CH2:31][C@H:30]1[C@H:34]([O:54][CH3:55])[C@@H:35]([CH3:53])[C:36]([NH:38][C@@H:39]([CH2:43][C:44]1[C:52]2[C:47](=[CH:48][CH:49]=[CH:50][CH:51]=2)[NH:46][CH:45]=1)[C:40]([NH2:42])=[O:41])=[O:37])=[O:28])[CH3:23])=[O:21])[CH:17]([CH3:19])[CH3:18])=[O:14])[CH:10]([CH3:12])[CH3:11].C(=O)([O-])O.[Na+].[O:68]=[C:69]1[CH:73]=[CH:72][C:71](=[O:74])N1C(OC)=O>O1CCOCC1>[O:68]=[C:69]1[CH:73]=[CH:72][C:71](=[O:74])[N:1]1[CH2:2][CH2:3][CH2:4][CH2:5][CH2:6][CH2:7][N:8]([CH3:62])[C@H:9]([C:13]([NH:15][C@H:16]([C:20]([N:22]([C@@H:24]([C@@H:58]([CH3:61])[CH2:59][CH3:60])[C@H:25]([O:56][CH3:57])[CH2:26][C:27]([N:29]1[CH2:33][CH2:32][CH2:31][C@H:30]1[C@H:34]([O:54][CH3:55])[C@@H:35]([CH3:53])[C:36]([NH:38][C@@H:39]([CH2:43][C:44]1[C:52]2[C:47](=[CH:48][CH:49]=[CH:50][CH:51]=2)[NH:46][CH:45]=1)[C:40]([NH2:42])=[O:41])=[O:37])=[O:28])[CH3:23])=[O:21])[CH:17]([CH3:18])[CH3:19])=[O:14])[CH:10]([CH3:12])[CH3:11] |f:1.2|. Procedure: 14 mg (16 μmol) of N-(6-aminohexyl)-N-methyl-L-valyl-N-[(3R,4S,5S)-1-{(2S)-2-[(1R,2R)-3-{[(2S)-1-amino-3-(1H-indol-3-yl)-1-oxopropan-2-yl]amino}-1-methoxy-2-methyl-3-oxopropyl]pyrrolidin-1-yl}-3-methoxy-5-methyl-1-oxoheptan-4-yl]-N-methyl-L-valinamide (Intermediate 88) were taken up in 750 μl of dioxane and admixed with 1.5 ml of saturated sodium hydrogencarbonate solution and then with 3.2 mg (21 μmol) of methyl 2,5-dioxo-2,5-dihydro-1H-pyrrole-1-carboxylate. The reaction mixture was stirred at... Reactants: COC(=O)c1ccc(NC(CC(C)C)c2ccc(-n3cc(C(F)(F)F)cn3)cc2)nc1, Cl, [Li+], C1CCOC1, [OH-]. Reaction SMILES: [CH3:1][CH:2]([CH2:3][CH:4]([c:5]1[cH:6][cH:7][c:8](-[n:11]2[n:12][cH:13][c:14]([C:16]([F:17])([F:18])[F:19])[cH:15]2)[cH:9][cH:10]1)[NH:20][c:21]1[n:22][cH:23][c:24]([C:25](=[O:26])[O:27][CH3:28])[cH:29][cH:30]1)[CH3:31].[ClH:34].[Li+:32].[O:35]1[CH2:36][CH2:37][CH2:38][CH2:39]1.[OH-:33]>>[CH3:1][CH:2]([CH2:3][CH:4]([c:5]1[cH:6][cH:7][c:8](-[n:11]2[n:12][cH:13][c:14]([C:16]([F:17])([F:18])[F:19])[cH:15]2)[cH:9][cH:10]1)[NH:20][c:21]1[n:22][cH:23][c:24]([C:25](=[O:26])[OH:27])[cH:29][cH:30]1)[CH3:31]. Product: CC(C)CC(Nc1ccc(C(=O)O)cn1)c1ccc(-n2cc(C(F)(F)F)cn2)cc1. As a reaction SMILES: [Na].[Br:2][C:3]1[CH:4]=[C:5]([SH:9])[CH:6]=[CH:7][CH:8]=1.[C:10]1(=[O:15])[O:14][CH2:13][CH2:12][CH2:11]1>C(O)C>[Br:2][C:3]1[CH:4]=[C:5]([S:9][CH2:13][CH2:12][CH2:11][C:10]([OH:15])=[O:14])[CH:6]=[CH:7][CH:8]=1 |^1:0|. Procedure: 3.74 g of sodium were dissolved in 77 ml of absolute ethanol under argon. The solution was treated dropwise with 25 g of m-bromothiophenol and heated to reflux. Thereafter, 12.4 ml of γ-butyrolactone were added and the reaction mixture was heated to 110° C. for 5 hours. The separated carboxylic acid sodium salt was removed by filtration, washed with a small amount of ether and dissolved in 300 ml of water. The solution was acidified to pH 2 with 1N HCl while cooling with ice, the free carboxylic... The reactants are BrC=1C=C(C=CC1)S (m-bromothiophenol), [Na] (sodium), C1(CCCO1)=O (γ-butyrolactone). Run at temperature 110 celsius. The product is BrC=1C=C(C=CC1)SCCCC(=O)O (4-(m-bromophenylmercapto)butyric acid). Solvent: C(C)O (ethanol). Starting materials: O=C(O)c1ccc(C(=O)O)c(Br)c1, CO, [K+], [OH-]. Yields the product COC(=O)c1ccc(C(=O)O)cc1Br. Reaction SMILES: [Br:3][c:4]1[c:5]([C:13](=[O:14])[OH:15])[cH:6][cH:7][c:8]([C:10](=[O:11])[OH:12])[cH:9]1.[CH3:16][OH:17].[K+:2].[OH-:1]>>[Br:3][c:4]1[c:5]([C:13](=[O:14])[O:15][CH3:16])[cH:6][cH:7][c:8]([C:10](=[O:11])[OH:12])[cH:9]1. The reactants are C(C1=CC=CC=C1)OC=1C=C2C(C(C(OC2=CC1)(C)C)O)N(S(=O)(=O)C)C (N-(6-benzyloxy-3-hydroxy-2,2-dimethylchroman-4-yl)-N-methyl-methanesulfonamide), C(C)(=O)OC(C)=O (acetic anhydride). Solvent: N1=CC=CC=C1 (pyridine). Conditions: time 8 hour. The product is C(C1=CC=CC=C1)OC=1C=C2C(C(C(OC2=CC1)(C)C)OC(C)=O)N(S(=O)(=O)C)C (N-(6-benzyloxy-3-acetoxy-2,2-dimethylchroman-4-yl)-N-methyl-methanesulfonamide). Reaction SMILES: [CH2:1]([O:8][C:9]1[CH:10]=[C:11]2[C:16](=[CH:17][CH:18]=1)[O:15][C:14]([CH3:20])([CH3:19])[CH:13]([OH:21])[CH:12]2[N:22]([CH3:27])[S:23]([CH3:26])(=[O:25])=[O:24])[C:2]1[CH:7]=[CH:6][CH:5]=[CH:4][CH:3]=1.[C:28](OC(=O)C)(=[O:30])[CH3:29]>N1C=CC=CC=1>[CH2:1]([O:8][C:9]1[CH:10]=[C:11]2[C:16](=[CH:17][CH:18]=1)[O:15][C:14]([CH3:20])([CH3:19])[CH:13]([O:21][C:28](=[O:30])[CH3:29])[CH:12]2[N:22]([CH3:27])[S:23]([CH3:26])(=[O:24])=[O:25])[C:2]1[CH:7]=[CH:6][CH:5]=[CH:4][CH:3]=1. Procedure: A solution of 4.5 g of N-(6-benzyloxy-3-hydroxy-2,2-dimethylchroman-4-yl)-N-methyl-methanesulfonamide and 37 ml of acetic anhydride in 74 ml of pyridine was left to stand at RT overnight. The batch was concentrated under reduced pressure and the residue was dissolved in EA, washed successively with dilute hydrochloric acid and saturated sodium bicarbonate solution and dried over magnesium sulfate. Removal of the solvent under reduced pressure gave 4.7 g of N-(6-benzyloxy-3-acetoxy-2,2-dimethylch...